From a dataset of the Open Reaction Database (ORD), a public repository of structured organic reaction records. describe an organic reaction: reactants, conditions, products, and yield As a reaction SMILES: FC1C=CC(S(CCC)(=O)=O)=CC=1C#C[Si](C)(C)C.[C:20]([O:24][C:25](=[O:37])[CH2:26][O:27][C:28]1[CH:33]=[CH:32][C:31]([Cl:34])=[CH:30][C:29]=1[C:35]#[CH:36])([CH3:23])([CH3:22])[CH3:21].Br[C:39]1[CH:44]=[CH:43][C:42]([C:45]2[CH:50]=[CH:49][C:48]([O:51][CH3:52])=[CH:47][CH:46]=2)=[C:41]([S:53]([CH3:56])(=[O:55])=[O:54])[CH:40]=1>>[C:20]([O:24][C:25](=[O:37])[CH2:26][O:27][C:28]1[CH:33]=[CH:32][C:31]([Cl:34])=[CH:30][C:29]=1[C:35]#[C:36][C:39]1[CH:44]=[CH:43][C:42]([C:45]2[CH:50]=[CH:49][C:48]([O:51][CH3:52])=[CH:47][CH:46]=2)=[C:41]([S:53]([CH3:56])(=[O:54])=[O:55])[CH:40]=1)([CH3:23])([CH3:22])[CH3:21]. Reactants: FC1=C(C=C(C=C1)S(=O)(=O)CCC)C#C[Si](C)(C)C ({[2-Fluoro-5-(propylsulfonyl)phenyl]ethynyl}trimethyl silane), BrC1=CC(=C(C=C1)C1=CC=C(C=C1)OC)S(=O)(=O)C (4-bromo-4′-methoxy-2-(methylsulfonyl)biphenyl), BrC1=CC(=C(C=C1)C1=CC=C(C=C1)OC)S(=O)(=O)C (4-bromo-4′-methoxy-2-(methylsulfonyl)biphenyl), C(C)(C)(C)OC(COC1=C(C=C(C=C1)Cl)C#C)=O (tert-butyl(4-chloro-2-ethynylphenoxy)acetate), C(C)(C)(C)OC(COC1=C(C=C(C=C1)Cl)C#C)=O (tert-butyl(4-chloro-2-ethynylphenoxy)acetate). Isolated yield 72.0%. Procedure details: Following the general method as outlined in Intermediate 107, starting from (4-chloro-2-ethynyl-phenoxy)-acetic acid tert-butyl ester (Intermediate 3) and 4-bromo-4′-methoxy-2-(methylsulfonyl)biphenyl (Intermediate 205), the title compound was obtained as a brown sticky solid in 72% yield after purification by flash column chromatography (silica), eluting with cyclohexane containing increasing amounts of EtOAc. Yields the product C(C)(C)(C)OC(COC1=C(C=C(C=C1)Cl)C#CC1=CC(=C(C=C1)C1=CC=C(C=C1)OC)S(=O)(=O)C)=O (tert-butyl(4-chloro-2-{[4′-methoxy-2-(methylsulfonyl)biphenyl-4-yl]ethynyl}phenoxy)acetate). The reactants are CN1N=C(C=C1CNC(C1=C(C=CC=C1)NC1=CC=C2C(=NN(C2=C1)COCC[Si](C)(C)C)C=NN1C=CC=C1)=O)C (N-(2,5-Dimethyl-2H-pyrazol-3-ylmethyl)-2-[3-(pyrrol-1-yliminomethyl)-1-(2-trimethylsilanyl-ethoxymethyl)-1H-indazol-6-ylamino]-benzamide), C1(=CC(=CC=C1)N)N (benzene-1,3-diamine). Yields the product CN1N=C(C=C1CNC(C1=C(C=CC=C1)NC1=CC=C2C(=NNC2=C1)C=NN1C=CC=C1)=O)C (N-(2,5-Dimethyl-2H-pyrazol-3-ylmethyl)-2-[3-(pyrrol-1-yliminomethyl)-1H-indazol-6-ylamino]-benzamide). Reaction SMILES: [CH3:1][N:2]1[C:6]([CH2:7][NH:8][C:9](=[O:41])[C:10]2[CH:15]=[CH:14][CH:13]=[CH:12][C:11]=2[NH:16][C:17]2[CH:25]=[C:24]3[C:20]([C:21]([CH:34]=[N:35][N:36]4[CH:40]=[CH:39][CH:38]=[CH:37]4)=[N:22][N:23]3COCC[Si](C)(C)C)=[CH:19][CH:18]=2)=[CH:5][C:4]([CH3:42])=[N:3]1.C1(N)C=CC=C(N)C=1>>[CH3:1][N:2]1[C:6]([CH2:7][NH:8][C:9](=[O:41])[C:10]2[CH:15]=[CH:14][CH:13]=[CH:12][C:11]=2[NH:16][C:17]2[CH:25]=[C:24]3[C:20]([C:21]([CH:34]=[N:35][N:36]4[CH:40]=[CH:39][CH:38]=[CH:37]4)=[N:22][NH:23]3)=[CH:19][CH:18]=2)=[CH:5][C:4]([CH3:42])=[N:3]1. Procedure: Prepared in a similar manner to that described for Example 11 in U.S. Pat. No. 6,534,524, issued Mar. 18, 2003, herein incorporated by reference in its entirety for all purposes, except that N-(2,5-Dimethyl-2H-pyrazol-3-ylmethyl)-2-[3-(pyrrol-1-yliminomethyl)-1-(2-trimethylsilanyl-ethoxymethyl)-1H-indazol-6-ylamino]-benzamide was used instead of N-methyl-N-{3-styryl-1-[2-trimethyl-silanyl)-ethoxymethyl]-1H-indazol-6-yl}-benzene-1,3-diamine. 1H NMR (DMSO-d6) δ 13.27 (1H, s), 9.72 (1H, s), 9.05 (1... The reactants are Cl.N1CCC(CC1)C1=CC=C(C#N)C=C1 (4-(piperidin-4-yl)benzonitrile hydrochloride), Cl.N1CCC(CC1)C1=CC=C(C#N)C=C1 (4-(piperidin-4-yl)benzonitrile hydrochloride), CCN=C=NCCCN(C)C.Cl (EDC.HCl), C(C)C1=C(C(=O)O)C=C(C(=C1)CC)C1=NN=C(N1)CCOC (2,4-diethyl-5-(5-(2-methoxyethyl)-4H-1,2,4-triazol-3-yl)benzoic acid), C(C)C1=C(C(=O)O)C=C(C(=C1)CC)C1=NN=C(N1)CCOC (2,4-diethyl-5-(5-(2-methoxyethyl)-4H-1,2,4-triazol-3-yl)benzoic acid). Reagents/catalysts: CN(C1=CC=NC=C1)C (4-dimethylaminopyridine). The solvent is C(C)(=O)OCC (ethyl acetate), CN(C=O)C (N,N-dimethylformamide). Run at time 8 hour. The product is C(C)C1=C(C(=O)N2CCC(CC2)C2=CC=C(C#N)C=C2)C=C(C(=C1)CC)C1=NN=C(N1)CCOC (4-(1-(2,4-Diethyl-5-(5-(2-methoxyethyl)-4H-1,2,4-triazol-3-yl)benzoyl)piperidin-4-yl)benzonitrile). The yield is 42.4%. As a reaction SMILES: [CH2:1]([C:3]1[CH:11]=[C:10]([CH2:12][CH3:13])[C:9]([C:14]2[NH:18][C:17]([CH2:19][CH2:20][O:21][CH3:22])=[N:16][N:15]=2)=[CH:8][C:4]=1[C:5]([OH:7])=O)[CH3:2].Cl.[NH:24]1[CH2:29][CH2:28][CH:27]([C:30]2[CH:37]=[CH:36][C:33]([C:34]#[N:35])=[CH:32][CH:31]=2)[CH2:26][CH2:25]1.CCN=C=NCCCN(C)C.Cl>CN(C)C=O.CN(C)C1C=CN=CC=1.C(OCC)(=O)C>[CH2:1]([C:3]1[CH:11]=[C:10]([CH2:12][CH3:13])[C:9]([C:14]2[NH:18][C:17]([CH2:19][CH2:20][O:21][CH3:22])=[N:16][N:15]=2)=[CH:8][C:4]=1[C:5]([N:24]1[CH2:29][CH2:28][CH:27]([C:30]2[CH:37]=[CH:36][C:33]([C:34]#[N:35])=[CH:32][CH:31]=2)[CH2:26][CH2:25]1)=[O:7])[CH3:2] |f:1.2,3.4|. Procedure: To a round-bottom flask was added a solution of 2,4-diethyl-5-(5-(2-methoxyethyl)-4H-1,2,4-triazol-3-yl)benzoic acid (compound 209.1, 300 mg, 0.940 mmol, 1.00 equiv, 95%) in N,N-dimethylformamide (20 mL). 4-(Piperidin-4-yl)benzonitrile hydrochloride (compound 1.5, 243 mg, 1.09 mmol, 1.10 equiv), EDC.HCl (380 mg, 1.98 mmol, 2.00 equiv), and 4-dimethylaminopyridine (240 mg, 1.96 mmol, 2.09 equiv) were added to the reaction mixture. The resulting solution was stirred overnight at room temperature, ... Product: FC=1C=C(C=NC1)CNC1=NC(=C(C=C1)CC1=CNC2=NC=CC=C21)F ((5-Fluoro-pyridin-3-ylmethyl)-[6-fluoro-5-(1H-pyrrolo[2,3-b]pyridin-3-ylmethyl)-pyridin-2-yl]-amine). Reaction SMILES: C(OC(=O)[N:7]([C:16]1[CH:21]=[CH:20][C:19](Br)=[C:18]([F:23])[N:17]=1)[CH2:8][C:9]1[CH:10]=[N:11][CH:12]=[C:13]([F:15])[CH:14]=1)(C)(C)C.C(OC(=O)[N:31]([C:40]1[CH:45]=[CH:44][C:43](Br)=[C:42](F)[N:41]=1)[CH2:32][C:33]1[CH:38]=CC(Cl)=CC=1)(C)(C)C>>[F:15][C:13]1[CH:14]=[C:9]([CH2:8][NH:7][C:16]2[CH:21]=[CH:20][C:19]([CH2:38][C:33]3[C:45]4[C:40](=[N:41][CH:42]=[CH:43][CH:44]=4)[NH:31][CH:32]=3)=[C:18]([F:23])[N:17]=2)[CH:10]=[N:11][CH:12]=1. Procedure details: was prepared following the protocol of Scheme 201, replacing 5-bromo-6-fluoro-pyridin-2-yl)-(5-fluoro-pyridin-3-ylmethyl)-carbamic acid tert-butyl ester 631 with (5-Bromo-6-fluoro-pyridin-2-yl)-(4-chloro-benzyl)-carbamic acid tert-butyl ester 637 (prepared as described in Example 60) in Step 4. MS (ESI) [M+H+]+=391.9. Reactants: C(C)(C)(C)OC(N(CC=1C=NC=C(C1)F)C1=NC(=C(C=C1)Br)F)=O ((5-bromo-6-fluoro-pyridin-2-yl)-(5-fluoro-pyridin-3-ylmethyl)-carbamic acid tert-butyl ester), C(C)(C)(C)OC(N(CC1=CC=C(C=C1)Cl)C1=NC(=C(C=C1)Br)F)=O ((5-Bromo-6-fluoro-pyridin-2-yl)-(4-chloro-benzyl)-carbamic acid tert-butyl ester).